Dataset: the Open Reaction Database (ORD), a public repository of structured organic reaction records. Task: describe an organic reaction: reactants, conditions, products, and yield Reactants: FC=1C=C(COC2=C(C=C(C=C2)NC2=NC=NC3=CC=C(C=C23)C=2OC(=CC2)CCN)Cl)C=CC1 ((4-(3-fluorobenzyloxy)-3-chlorophenyl)-(6-(5-(2-aminoethyl)-furan-2-yl)-quinazolin-4-yl)-amine), C(C)(C)N(C(C)C)CC (N,N-diisopropylethylamine), CS(=O)(=O)CC(=O)O (methanesulfonylacetic acid), Cl.CN(CCCN=C=NCC)C (1-(3-dimethylaminopropyl)-3-ethylcarbodiimide hydrochloride). Product: FC=1C=C(COC2=C(C=C(C=C2)NC2=NC=NC3=CC=C(C=C23)C=2OC(=CC2)CCNC(CS(=O)(=O)C)=O)Cl)C=CC1 ((4-(3-Fluorobenzyloxy)-3-chlorophenyl)-(6-(5-(2-(methylsulfonyl)acetamidoethyl)-furan-2-yl)-quinazolin-4-yl)-amine). As a reaction SMILES: [F:1][C:2]1[CH:3]=[C:4]([CH:33]=[CH:34][CH:35]=1)[CH2:5][O:6][C:7]1[CH:12]=[CH:11][C:10]([NH:13][C:14]2[C:23]3[C:18](=[CH:19][CH:20]=[C:21]([C:24]4[O:25][C:26]([CH2:29][CH2:30][NH2:31])=[CH:27][CH:28]=4)[CH:22]=3)[N:17]=[CH:16][N:15]=2)=[CH:9][C:8]=1[Cl:32].[CH3:36][S:37]([CH2:40][C:41](O)=[O:42])(=[O:39])=[O:38].Cl.CN(C)CCCN=C=NCC.C(N(CC)C(C)C)(C)C>>[F:1][C:2]1[CH:3]=[C:4]([CH:33]=[CH:34][CH:35]=1)[CH2:5][O:6][C:7]1[CH:12]=[CH:11][C:10]([NH:13][C:14]2[C:23]3[C:18](=[CH:19][CH:20]=[C:21]([C:24]4[O:25][C:26]([CH2:29][CH2:30][NH:31][C:41](=[O:42])[CH2:40][S:37]([CH3:36])(=[O:39])=[O:38])=[CH:27][CH:28]=4)[CH:22]=3)[N:17]=[CH:16][N:15]=2)=[CH:9][C:8]=1[Cl:32] |f:2.3|. Procedure: Preparation according to Procedure (I) utilizing (4-(3-fluorobenzyloxy)-3-chlorophenyl)-(6-(5-(2-aminoethyl)-furan-2-yl)-quinazolin-4-yl)-amine (26 mg, 0.0537 mmol), methanesulfonylacetic acid (22.2 mg, 0.161 mmol), 1-(3-dimethylaminopropyl)-3-ethylcarbodiimide hydrochloride (30.0 mg, 0.161 mmol) and N,N-diisopropylethylamine (0.028 mL, 0.161 mmol). 1H (DMSO) 9.84 (s, 1H), 8.65 (s, 1 H), 8.49 (s, 1 H), 8.10 (d, 1 H), 7.96 (d, 1 H), 7.73 (d, 1 H), 7.69 (m, 1 H), 7.41 (m, 1 H), 7.22–7.29 (m, 3 H),... Starting materials: CC(C)(C)OC(=O)N1CCNCC1, COc1ccc2nccc(C3CO3)c2c1, CC#N, [O-][Cl+3]([O-])([O-])[O-], [Li+]. Product: COc1ccc2nccc(C(O)CN3CCN(C(=O)OC(C)(C)C)CC3)c2c1. Reaction SMILES: [C:16]([CH3:17])([CH3:18])([CH3:19])[O:20][C:21](=[O:22])[N:23]1[CH2:24][CH2:25][NH:26][CH2:27][CH2:28]1.[CH3:1][O:2][c:3]1[cH:4][c:5]2[c:6]([CH:13]3[O:14][CH2:15]3)[cH:7][cH:8][n:9][c:10]2[cH:11][cH:12]1.[CH3:35][C:36]#[N:37].[Cl+3:29]([O-:30])([O-:31])([O-:32])[O-:33].[Li+:34]>>[CH3:1][O:2][c:3]1[cH:4][c:5]2[c:6]([CH:13]([OH:14])[CH2:15][N:26]3[CH2:25][CH2:24][N:23]([C:21]([O:20][C:16]([CH3:17])([CH3:18])[CH3:19])=[O:22])[CH2:28][CH2:27]3)[cH:7][cH:8][n:9][c:10]2[cH:11][cH:12]1. Starting materials: O (Water), NC1=NC=NN2C1=C(C=C2CCCCO)C2=CC(=CC=C2)OCC2=CC=CC=C2 (4{4-amino-5-[3-(benzyloxy)phenyl]pyrrolo[2,1-f][1,2,4]triazin-7-yl}butan-1-ol), C1(=CC=CC=C1)P(C1=CC=CC=C1)C1=CC=CC=C1 (triphenylphosphine), C(Br)(Br)(Br)Br (carbon tetrabromide). Run in O1CCCC1 (tetrahydrofuran). Reaction conditions: temperature 0 celsius, time 2 hour. Product: C(C1=CC=CC=C1)OC=1C=C(C=CC1)C=1C=C(N2N=CN=C(C21)N)CCCCBr (5-[3-(benzyloxy)phenyl]-7-(4-bromobutyl)pyrrolo[2,1-f][1,2,4]triazin-4-amine). Yield: 85.1%. Reaction SMILES: [NH2:1][C:2]1[C:7]2=[C:8]([C:16]3[CH:21]=[CH:20][CH:19]=[C:18]([O:22][CH2:23][C:24]4[CH:29]=[CH:28][CH:27]=[CH:26][CH:25]=4)[CH:17]=3)[CH:9]=[C:10]([CH2:11][CH2:12][CH2:13][CH2:14]O)[N:6]2[N:5]=[CH:4][N:3]=1.C1(P(C2C=CC=CC=2)C2C=CC=CC=2)C=CC=CC=1.C(Br)(Br)(Br)[Br:50].O>O1CCCC1>[CH2:23]([O:22][C:18]1[CH:17]=[C:16]([C:8]2[CH:9]=[C:10]([CH2:11][CH2:12][CH2:13][CH2:14][Br:50])[N:6]3[C:7]=2[C:2]([NH2:1])=[N:3][CH:4]=[N:5]3)[CH:21]=[CH:20][CH:19]=1)[C:24]1[CH:29]=[CH:28][CH:27]=[CH:26][CH:25]=1. Procedure: To a cooled (0° C.) solution of 4{4-amino-5-[3-(benzyloxy)phenyl]pyrrolo[2,1-f][1,2,4]triazin-7-yl}butan-1-ol (489 mg, 1.26 mmol) and triphenylphosphine (495 mg, 1.89 mmol) in tetrahydrofuran (8 mL) was added carbon tetrabromide (501 mg, 1.51 mmol). The reaction was stirred (0° C.) for 2 h and was then warmed to rt and stirred an additional 17 h. Water (25 mL) was added and the mixture was extracted with ethyl acetate (2×20 mL). The combined organics were washed with brine, dried (Na2SO4) and ev... The reactants are N(=[N+]=[N-])[C@@H]1CCCC2=C1C=C1CCN(CC1=C2)CC(C)C ((R)-6-azido-2-isobutyl-1,2,3,4,6,7,8,9-octahydrobenzo[g]isoquinoline). The reagents and catalysts are [Pd] (Pd/C). Solvent: CCOC(=O)C (EtOAc), CCOC(=O)C (EtOAc), CO (MeOH), CCOC(=O)C (EtOAc). Reaction conditions: time 8 hour. Product: C(C(C)C)N1CC2=CC3=C(C=C2CC1)[C@@H](CCC3)N ((R)-2-isobutyl-1,2,3,4,6,7,8,9-octahydrobenzo[g]isoquinolin-6-amine). RXN SMILES: [N:1]([C@H:4]1[C:9]2[CH:10]=[C:11]3[C:16](=[CH:17][C:8]=2[CH2:7][CH2:6][CH2:5]1)[CH2:15][N:14]([CH2:18][CH:19]([CH3:21])[CH3:20])[CH2:13][CH2:12]3)=[N+]=[N-]>CCOC(C)=O.CO.[Pd]>[CH2:18]([N:14]1[CH2:13][CH2:12][C:11]2[C:16](=[CH:17][C:8]3[CH2:7][CH2:6][CH2:5][C@@H:4]([NH2:1])[C:9]=3[CH:10]=2)[CH2:15]1)[CH:19]([CH3:21])[CH3:20]. Procedure details: A suspension of 30 mg of Pd/C (10% w/w) in a solution of (R)-6-azido-2-isobutyl-1,2,3,4,6,7,8,9-octahydrobenzo[g]isoquinoline (296 mg, 1 mmol) in 30 mL of EtOAc was stirred under H2 atmosphere overnight. The reaction mixture was then directly submitted to flash chomatograph (SiO2, EtOAc to EtOAc/2M NH3 in MeOH=100:15 to 100:25 to 100:35) to give (R)-2-isobutyl-1,2,3,4,6,7,8,9-octahydrobenzo[g]isoquinolin-6-amine as a colorless oil. The reactants are FC=1C=C2C=C(NC2=CC1)C(CC)N=[N+]=[N-] (5-fluoro-indolyl-3-propylazide). Reagents/catalysts: [Pd] (palladium on carbon). The solvent is C(C)O (ethanol). Yields the product FC=1C=C2C=C(NC2=CC1)NCCC (5-Fluoro-indolyl-3-propylamine). Isolated yield 121.8%. As a reaction SMILES: [F:1][C:2]1[CH:3]=[C:4]2[C:8](=[CH:9][CH:10]=1)[NH:7][C:6](C(N=[N+]=[N-])CC)=[CH:5]2>[Pd].C(O)C>[F:1][C:2]1[CH:3]=[C:4]2[C:8](=[CH:9][CH:10]=1)[NH:7][C:6]([NH:7][CH2:6][CH2:5][CH3:4])=[CH:5]2. Procedure: A solution of 5-fluoro-indolyl-3-propylazide (8 g, 0.037 mol) and 10% palladium on carbon in ethanol was hydrogenated at 50 psi for 16 hours. The catalyst was filtered and the solvent removed under vacuum. The celite was washed with methanol (300 ml) and the solvent was removed under vacuum. Chromatography (15% methanol-methylene chloride plus ammonium hydroxide) afforded 4.33 g (61%) of product as a yellow solid: mp 82-84.5° C. The reactants are C1CCOC1, Cl, Oc1ccc(F)cc1, CCOC(=O)N=NC(=O)OCC, N#Cc1cc(F)ccc1N1CCN2CC(CO)CCC2C1, c1ccc(P(c2ccccc2)c2ccccc2)cc1. The product is N#Cc1cc(F)ccc1N1CCN2CC(COc3ccc(F)cc3)CCC2C1. Reaction SMILES: [CH2:61]1[O:62][CH2:63][CH2:64][CH2:65]1.[ClH:66].[F:41][c:42]1[cH:43][cH:44][c:45]([OH:48])[cH:46][cH:47]1.[O:49]=[C:50]([O:51][CH2:52][CH3:53])[N:54]=[N:55][C:56]([O:57][CH2:58][CH3:59])=[O:60].[OH:1][CH2:2][CH:3]1[CH2:4][CH2:5][CH:6]2[N:7]([CH2:8][CH2:9][N:10]([c:12]3[c:13]([C:19]#[N:20])[cH:14][c:15]([F:18])[cH:16][cH:17]3)[CH2:11]2)[CH2:21]1.[c:22]1([P:23]([c:24]2[cH:25][cH:26][cH:27][cH:28][cH:29]2)[c:30]2[cH:31][cH:32][cH:33][cH:34][cH:35]2)[cH:36][cH:37][cH:38][cH:39][cH:40]1>>[O:1]([CH2:2][CH:3]1[CH2:4][CH2:5][CH:6]2[N:7]([CH2:8][CH2:9][N:10]([c:12]3[c:13]([C:19]#[N:20])[cH:14][c:15]([F:18])[cH:16][cH:17]3)[CH2:11]2)[CH2:21]1)[c:45]1[cH:44][cH:43][c:42]([F:41])[cH:47][cH:46]1. Reactants: C([O-])(O)=O.[Na+] (sodium bicarbonate), C(C1=CC=CC=C1)OC1=CC=C(C=C1)CC(C(NC(C)(C)C)=O)NC(C1=CC=C(C=C1)C(C)(C)C)=O (N-[2-(4-benzyloxy-phenyl)-1-tert-butylcarbamoyl-ethyl]-4-tert-butyl-benzamide), solution. Solvent: C1CCOC1 (THF), C1CCOC1 (THF). Run at temperature 25 celsius. Yields the product C(C1=CC=CC=C1)OC1=CC=C(C=C1)CC(CNC(C)(C)C)NCC1=CC=C(C=C1)C(C)(C)C (3-(-4-Benzyloxy-phenyl)-N1-tert-butyl-N2-(4-tert-butyl-benzyl)-propane-1,2-diamine). As a reaction SMILES: [CH2:1]([O:8][C:9]1[CH:14]=[CH:13][C:12]([CH2:15][CH:16]([NH:24][C:25](=O)[C:26]2[CH:31]=[CH:30][C:29]([C:32]([CH3:35])([CH3:34])[CH3:33])=[CH:28][CH:27]=2)[C:17](=O)[NH:18][C:19]([CH3:22])([CH3:21])[CH3:20])=[CH:11][CH:10]=1)[C:2]1[CH:7]=[CH:6][CH:5]=[CH:4][CH:3]=1.C(=O)(O)[O-].[Na+]>C1COCC1>[CH2:1]([O:8][C:9]1[CH:14]=[CH:13][C:12]([CH2:15][CH:16]([NH:24][CH2:25][C:26]2[CH:27]=[CH:28][C:29]([C:32]([CH3:35])([CH3:34])[CH3:33])=[CH:30][CH:31]=2)[CH2:17][NH:18][C:19]([CH3:22])([CH3:21])[CH3:20])=[CH:11][CH:10]=1)[C:2]1[CH:3]=[CH:4][CH:5]=[CH:6][CH:7]=1 |f:1.2|. Reported procedure: A solution of 126 mg (0.26 mmol) N-[2-(4-benzyloxy-phenyl)-1-tert-butylcarbamoyl-ethyl]-4-tert-butyl-benzamide in 1 mL dry THF was treated via dropwise addition with 0.78 mL (0.78 mmol) of a 1.0 M solution of borane-THF complex in THF. The resulting solution was heated under reflux for 8 hours. The mixture was cooled to 25° C. and 1 mL of 5 M HCL solution was carefully added, dropwise, followed by neutralization with saturated aqueous sodium bicarbonate. The mixture was extracted with three 7 mL... The reactants are C(C)(C)(C)OC(=O)N1CCC(CC1)N(C1=NC=CC=C1C=C(C)C)C (1-tert-Butoxycarbonyl-4-[N-methyl-N-(3-(2-methyl-1-propenyl)-2-pyridinyl)amino]piperidine). The reagents and catalysts are [Pd] (palladium on carbon). Yields the product C(C)(C)(C)OC(=O)N1CCC(CC1)N(C1=NC=CC=C1CC(C)C)C (1-tert-Butoxycarbonyl-4-[N-methyl-N-(3-(2-methylpropyl)-2-pyridinyl)amino]piperidine). As a reaction SMILES: [C:1]([O:5][C:6]([N:8]1[CH2:13][CH2:12][CH:11]([N:14]([CH3:25])[C:15]2[C:20]([CH:21]=[C:22]([CH3:24])[CH3:23])=[CH:19][CH:18]=[CH:17][N:16]=2)[CH2:10][CH2:9]1)=[O:7])([CH3:4])([CH3:3])[CH3:2]>[Pd]>[C:1]([O:5][C:6]([N:8]1[CH2:13][CH2:12][CH:11]([N:14]([CH3:25])[C:15]2[C:20]([CH2:21][CH:22]([CH3:23])[CH3:24])=[CH:19][CH:18]=[CH:17][N:16]=2)[CH2:10][CH2:9]1)=[O:7])([CH3:4])([CH3:3])[CH3:2]. Procedure details: 1-tert-Butoxycarbonyl-4-[N-methyl-N-(3-(2-methyl-1-propenyl)-2-pyridinyl)amino]-piperidine (XXV, EXAMPLE 27, 1.07 g, 3.1 mmol) is hydrogenated at 20 psi over night using palladium on carbon (10%, 0.1 g) as catalyst. The reaction is filtered, the solvent evaporated and the concentrate is used without further purification, NMR (300 MHz, CDCl3) 0.66, 1.25, 1.34-1.42, 1.50-1.56, 1.72-1.81, 2.28, 2.46, 2.50-2.56, 3.50-3.13, 3.88, 6.70, 7.21 and 7.98. Reactants: CC(C)(C)OC(=O)Cc1ccc(Oc2ccc(NC(=O)c3ccc(Cl)c(Cl)c3)cc2)c(C#N)c1, CCOC(C)=O, CO, N. Product: CC(C)(C)OC(=O)Cc1ccc(Oc2ccc(NC(=O)c3ccc(Cl)c(Cl)c3)cc2)c(CN)c1. RXN SMILES: [C:1](#[N:2])[c:3]1[cH:4][c:5]([CH2:27][C:28](=[O:29])[O:30][C:31]([CH3:32])([CH3:33])[CH3:34])[cH:6][cH:7][c:8]1[O:9][c:10]1[cH:11][cH:12][c:13]([NH:16][C:17]([c:18]2[cH:19][c:20]([Cl:25])[c:21]([Cl:24])[cH:22][cH:23]2)=[O:26])[cH:14][cH:15]1.[CH3:35][CH2:36][O:37][C:38](=[O:39])[CH3:40].[CH3:41][OH:42].[NH3:43]>>[CH2:1]([NH2:2])[c:3]1[cH:4][c:5]([CH2:27][C:28](=[O:29])[O:30][C:31]([CH3:32])([CH3:33])[CH3:34])[cH:6][cH:7][c:8]1[O:9][c:10]1[cH:11][cH:12][c:13]([NH:16][C:17]([c:18]2[cH:19][c:20]([Cl:25])[c:21]([Cl:24])[cH:22][cH:23]2)=[O:26])[cH:14][cH:15]1. The reactants are COc1cc(C(OC(C)=O)OC(C)=O)cc(OC)c1OC(C)=O, CC(=O)OC(C)=O, O, O=[N+]([O-])O. The product is COc1cc(C(OC(C)=O)OC(C)=O)c([N+](=O)[O-])c(OC)c1OC(C)=O. RXN SMILES: [C:12]([CH3:13])(=[O:14])[O:15][c:16]1[c:17]([O:33][CH3:34])[cH:18][c:19]([CH:24]([O:25][C:26]([CH3:27])=[O:28])[O:29][C:30]([CH3:31])=[O:32])[cH:20][c:21]1[O:22][CH3:23].[CH3:5][C:6]([O:7][C:8](=[O:9])[CH3:10])=[O:11].[OH2:35].[OH:1][N+:2]([O-:3])=[O:4]>>[O-:1][N+:2](=[O:4])[c:20]1[c:19]([CH:24]([O:25][C:26]([CH3:27])=[O:28])[O:29][C:30]([CH3:31])=[O:32])[cH:18][c:17]([O:33][CH3:34])[c:16]([O:15][C:12]([CH3:13])=[O:14])[c:21]1[O:22][CH3:23].